describe an organic reaction: reactants, conditions, products, and yield From a dataset of the Open Reaction Database (ORD), a public repository of structured organic reaction records. The reactants are C1(=CC=CC=C1)C(=C)C (2-phenyl-propene), N1N=NN=C1C1=CC=C(C=O)C=C1 (4-(tetrazol-5-yl)-benzaldehyde), CS(=O)(=O)O (methanesulfonic acid). Solvent: C1(=CC=CC=C1)C (toluene), C1(=CC=CC=C1)C (toluene). Conditions: time 1 hour. The product is CC(C)(C1=CC=CC=C1)N1N=C(N=N1)C1=CC=C(C=O)C=C1 (4-[2-(1-Methyl-1-phenyl-ethyl)-2H-tetrazol-5-yl]-benzaldehyde). Reaction SMILES: [C:1]1([C:7]([CH3:9])=[CH2:8])[CH:6]=[CH:5][CH:4]=[CH:3][CH:2]=1.[NH:10]1[C:14]([C:15]2[CH:22]=[CH:21][C:18]([CH:19]=[O:20])=[CH:17][CH:16]=2)=[N:13][N:12]=[N:11]1.CS(O)(=O)=O>C1(C)C=CC=CC=1>[CH3:8][C:7]([N:11]1[N:12]=[N:13][C:14]([C:15]2[CH:16]=[CH:17][C:18]([CH:19]=[O:20])=[CH:21][CH:22]=2)=[N:10]1)([C:1]1[CH:6]=[CH:5][CH:4]=[CH:3][CH:2]=1)[CH3:9]. Procedure: Under a nitrogen atmosphere, a solution of 6.9 g (58 mmol) of 2-phenyl-propene (Fluka, Buchs, Switzerland) and 22 ml of toluene is added dropwise to 10 g (57 mmol) of 4-(tetrazol-5-yl)-benzaldehyde and 1 g (5.7 mmol) of methanesulfonic acid in 44 ml of boiling toluene and the mixture is then stirred under reflux conditions for 1 hour. The cooled reaction mixture is washed 2× with sat. NaHCO3 solution, water and brine, dried (Na2SO4) and concentrated by evaporation to form the title compound: 1H-...